Dataset: the Open Reaction Database (ORD), a public repository of structured organic reaction records. Task: describe an organic reaction: reactants, conditions, products, and yield The solvent is O1CCCC1 (tetrahydrofuran). The reactants are [H-].[Na+] (sodium hydride), CN(C=O)C (dimethylformamide), COC([C@@H](NC(=O)OC(C)(C)C)CC1=CC=C(C=C1)O)=O (N-tert-butoxycarbonyltyrosine methyl ester). Reported procedure: 13.39 g of N-tert-butoxycarbonyltyrosine methyl ester was dissolved in 65 ml of tetrahydrofuran and 65 ml of dimethylformamide, and to the solution was added 1.9 g of 60% sodium hydride with stirring in an ice bath. After removing from the ice bath, the mixture was stirred at a room temperature for 30 minutes, and after addition of 5.4 g of methoxyethoxymethyl chloride with ice cooling, stirred for 15 hours allowing to warm to a room temperature. The reaction mixture was poured on ice, saturated... Reaction SMILES: [CH3:1][O:2][C:3](=[O:21])[C@H:4]([CH2:13][C:14]1[CH:19]=[CH:18][C:17]([OH:20])=[CH:16][CH:15]=1)[NH:5][C:6]([O:8][C:9]([CH3:12])([CH3:11])[CH3:10])=[O:7].[H-].[Na+].CN(C)[CH:26]=[O:27]>O1CCCC1>[CH3:1][O:2][C:3](=[O:21])[C@H:4]([CH2:13][C:14]1[CH:19]=[CH:18][C:17]([OH:20])=[CH:16][C:15]=1[CH2:1][O:2][CH2:3][CH2:4][O:27][CH3:26])[NH:5][C:6]([O:8][C:9]([CH3:12])([CH3:10])[CH3:11])=[O:7] |f:1.2|. The product is COC([C@@H](NC(=O)OC(C)(C)C)CC1=C(C=C(C=C1)O)COCCOC)=O (N-tert-Butoxycarbonyl-o-(2-methoxyethoxymethyl)tyrosine methyl ester). Reactants: C(C)(C)[N-]C(C)C.[Li+] (lithium diisopropylamide), ClC1=CC=C(C=C1)C1=NN(C(=C1)C)C=1C(CCC1OC)=O (2-[3-(4-chloro-phenyl)-5-methyl-pyrazol-1-yl]-3-methoxy-cyclopent-2-enone), FC=1C=CC(=NC1)C=O (5-Fluoro-pyridine-2-carbaldehyde), crude material, Cl (hydrochloric acid). Solvent: O1CCCC1 (tetrahydrofuran), CC(=O)C (acetone). Reaction conditions: time 30 minute. Product: ClC1=CC=C(C=C1)C1=NN(C(=C1)C)C1C(C/C(/C1=O)=C/C1=NC=C(C=C1)F)=O (2-[3-(4-chloro-phenyl)-5-methyl-pyrazol-1-yl]-4-[1-(5-fluoro-pyridin-2-yl)-meth-(Z)-ylidene]-cyclopentane-1,3-dione), ClC1=CC=C(C=C1)C1=NN(C(=C1)C)C1C(C\C(\C1=O)=C/C1=NC=C(C=C1)F)=O (2-[3-(4-chloro-phenyl)-5-methyl-pyrazol-1-yl]-4-[1-(5-fluoro-pyridin-2-yl)-meth-(E)-ylidene]-cyclopentane-1,3-dione). As a reaction SMILES: C([N-]C(C)C)(C)C.[Li+].[Cl:9][C:10]1[CH:15]=[CH:14][C:13]([C:16]2[CH:20]=[C:19]([CH3:21])[N:18]([C:22]3[C:23](=[O:29])[CH2:24][CH2:25][C:26]=3[O:27]C)[N:17]=2)=[CH:12][CH:11]=1.[F:30][C:31]1[CH:32]=[CH:33][C:34]([CH:37]=O)=[N:35][CH:36]=1.Cl>O1CCCC1.CC(C)=O>[Cl:9][C:10]1[CH:15]=[CH:14][C:13]([C:16]2[CH:20]=[C:19]([CH3:21])[N:18]([CH:22]3[C:23](=[O:29])/[C:24](=[CH:37]\[C:34]4[CH:33]=[CH:32][C:31]([F:30])=[CH:36][N:35]=4)/[CH2:25][C:26]3=[O:27])[N:17]=2)=[CH:12][CH:11]=1.[Cl:9][C:10]1[CH:15]=[CH:14][C:13]([C:16]2[CH:20]=[C:19]([CH3:21])[N:18]([CH:22]3[C:23](=[O:29])/[C:24](=[CH:37]/[C:34]4[CH:33]=[CH:32][C:31]([F:30])=[CH:36][N:35]=4)/[CH2:25][C:26]3=[O:27])[N:17]=2)=[CH:12][CH:11]=1 |f:0.1|. Procedure: A solution of lithium diisopropylamide (1.8 M in tetrahydrofuran/heptane/ethylbenzene, 0.25 ml, 0.45 mmol) was added drop wise to a solution of 2-[3-(4-chloro-phenyl)-5-methyl-pyrazol-1-yl]-3-methoxy-cyclopent-2-enone (124 mg, 0.41 mmol) in anhydrous tetrahydrofuran (1 ml) at −78° C., under nitrogen, and allowed to stir at this temperature for 30 minutes. 5-Fluoro-pyridine-2-carbaldehyde (56 mg, 0.45 mmol) was then added drop wise and the reaction stirred at −78° C. for a further 30 minutes. The... Starting materials: O=C([O-])[O-], C1COCCO1, COc1ccc(B(O)O)cc1, Cc1ccccc1, CCOC(=O)CC1CCc2cc(OCCCN(C)c3nc(Cl)ncc3Cl)ccc21, [Na+], [Na+]. The product is CCOC(=O)CC1CCc2cc(OCCCN(C)c3nc(Cl)ncc3-c3ccc(OC)cc3)ccc21. Reaction SMILES: [C:41](=[O:42])([O-:43])[O-:44].[CH2:54]1[O:55][CH2:56][CH2:57][O:58][CH2:59]1.[CH3:1][O:2][c:3]1[cH:4][cH:5][c:6]([B:9]([OH:10])[OH:11])[cH:7][cH:8]1.[CH3:47][c:48]1[cH:49][cH:50][cH:51][cH:52][cH:53]1.[Cl:12][c:13]1[n:14][cH:15][c:16]([Cl:40])[c:17]([N:19]([CH2:20][CH2:21][CH2:22][O:23][c:24]2[cH:25][c:26]3[c:30]([cH:31][cH:32]2)[CH:29]([CH2:33][C:34](=[O:35])[O:36][CH2:37][CH3:38])[CH2:28][CH2:27]3)[CH3:39])[n:18]1.[Na+:45].[Na+:46]>>[CH3:1][O:2][c:3]1[cH:4][cH:5][c:6](-[c:16]2[cH:15][n:14][c:13]([Cl:12])[n:18][c:17]2[N:19]([CH2:20][CH2:21][CH2:22][O:23][c:24]2[cH:25][c:26]3[c:30]([cH:31][cH:32]2)[CH:29]([CH2:33][C:34](=[O:35])[O:36][CH2:37][CH3:38])[CH2:28][CH2:27]3)[CH3:39])[cH:7][cH:8]1. Reactants: BrCC(=O)C1=CC(=C(C=C1)Cl)S(N)(=O)=O (2-bromo-4'-chloro-3'-sulfamoylacetophenone), C(C)NC(=S)NC(C)C (1-ethyl-3-isopropylthiourea). Product: Cl.C(C)N1C(SCC1(O)C1=CC(=C(C=C1)Cl)S(N)(=O)=O)=NC(C)C (3-Ethyl-4-(4-chloro-3-sulfamoylphenyl)-2-isopropylimino-1,3-thiazolidine-4-ol-hydrochloride). Run at time 30 minute. As a reaction SMILES: Br[CH2:2][C:3]([C:5]1[CH:10]=[CH:9][C:8]([Cl:11])=[C:7]([S:12](=[O:15])(=[O:14])[NH2:13])[CH:6]=1)=[O:4].[CH2:16]([NH:18][C:19]([NH:21][CH:22]([CH3:24])[CH3:23])=[S:20])[CH3:17]>CC(C)=O>[ClH:11].[CH2:16]([N:18]1[C:3]([C:5]2[CH:10]=[CH:9][C:8]([Cl:11])=[C:7]([S:12](=[O:15])(=[O:14])[NH2:13])[CH:6]=2)([OH:4])[CH2:2][S:20][C:19]1=[N:21][CH:22]([CH3:24])[CH3:23])[CH3:17] |f:3.4|. Run in CC(=O)C (acetone). Procedure: 6.2 g of 2-bromo-4'-chloro-3'-sulfamoylacetophenone and 2.92 g of 1-ethyl-3-isopropylthiourea were heated in 40 ml of acetone for 15 minutes to 40° C, the mixture was stirred for another 30 minutes at room temperature and the crystals were filtered. The reactants are ClC1=CC=C(OC(C(C(CCl)(C)C)O)N2C=NC=C2)C=C1 (1-(4-chlorophenoxy)-1-(imidazol-1-yl)-3,3-dimethyl-4-chlorobutan-2-ol), ClC(C(=O)Cl)Cl (dichloroacetyl chloride). Reaction conditions: time 24 hour. Product: ClC1=CC=C(OC(C(C(CCl)(C)C)OC(C(Cl)Cl)=O)N2C=NC=C2)C=C1 (1-(4-chlorophenoxy)-1-(imidazol-1-yl)-2-dichloroacetoxy-3,3-dimethyl-4-chloro-butane). Isolated yield 29.0%. Reaction SMILES: [Cl:1][C:2]1[CH:21]=[CH:20][C:5]([O:6][CH:7]([N:15]2[CH:19]=[CH:18][N:17]=[CH:16]2)[CH:8]([OH:14])[C:9]([CH3:13])([CH3:12])[CH2:10][Cl:11])=[CH:4][CH:3]=1.[Cl:22][CH:23]([Cl:27])[C:24](Cl)=[O:25]>>[Cl:1][C:2]1[CH:3]=[CH:4][C:5]([O:6][CH:7]([N:15]2[CH:19]=[CH:18][N:17]=[CH:16]2)[CH:8]([O:14][C:24](=[O:25])[CH:23]([Cl:27])[Cl:22])[C:9]([CH3:12])([CH3:13])[CH2:10][Cl:11])=[CH:20][CH:21]=1. Reported procedure: 19.8 g (0.06 mol) of 1-(4-chlorophenoxy)-1-(imidazol-1-yl)-3,3-dimethyl-4-chlorobutan-2-ol were added to 200 ml of dichloroacetyl chloride at 0° C. The mixture was stirred at room temperature for 24 hours and excess dichloroacetyl chloride was distilled off in vacuo. The oil which remained was taken up in 400 ml of methylene chloride, the methylene chloride mixture was neutralized with 500 ml of aqueous sodium bicarbonate solution, the organic phase was separated off, washed with 200 ml of water... Starting materials: C(C)(C)(C)C1=CC(=C(C=N1)C=1N([C@]([C@](N1)(C)C1=CC=C(C=C1)Cl)(C)C1=CC=C(C=C1)Cl)C(=O)N1CCC(CC1)CC(=O)O)OCC ({1-[(4S,5R)-2-(6-tert-Butyl-4-ethoxy-pyridin-3-yl)-4,5-bis-(4-chloro-phenyl)-4,5-dimethyl-4,5-dihydro-imidazole-1-carbonyl]-piperidin-4-yl}-acetic acid), NCC1=NC=CC=C1 (2-(aminomethyl)pyridine). Product: C(C)(C)(C)C1=CC(=C(C=N1)C=1N([C@]([C@](N1)(C)C1=CC=C(C=C1)Cl)(C)C1=CC=C(C=C1)Cl)C(=O)N1CCC(CC1)CC(=O)NCC1=NC=CC=C1)OCC (2-{1-[(4S,5R)-2-(6-tert-Butyl-4-ethoxy-pyridin-3-yl)-4,5-bis-(4-chloro-phenyl)-4,5-dimethyl-4,5-dihydro-imidazole-1-carbonyl]-piperidin-4-yl}-N-pyridin-2-ylmethyl-acetamide). Reaction SMILES: [C:1]([C:5]1[N:10]=[CH:9][C:8]([C:11]2[N:12]([C:32]([N:34]3[CH2:39][CH2:38][CH:37]([CH2:40][C:41]([OH:43])=O)[CH2:36][CH2:35]3)=[O:33])[C@@:13]([C:25]3[CH:30]=[CH:29][C:28]([Cl:31])=[CH:27][CH:26]=3)([CH3:24])[C@@:14]([C:17]3[CH:22]=[CH:21][C:20]([Cl:23])=[CH:19][CH:18]=3)([CH3:16])[N:15]=2)=[C:7]([O:44][CH2:45][CH3:46])[CH:6]=1)([CH3:4])([CH3:3])[CH3:2].[NH2:47][CH2:48][C:49]1[CH:54]=[CH:53][CH:52]=[CH:51][N:50]=1>>[C:1]([C:5]1[N:10]=[CH:9][C:8]([C:11]2[N:12]([C:32]([N:34]3[CH2:39][CH2:38][CH:37]([CH2:40][C:41]([NH:47][CH2:48][C:49]4[CH:54]=[CH:53][CH:52]=[CH:51][N:50]=4)=[O:43])[CH2:36][CH2:35]3)=[O:33])[C@@:13]([C:25]3[CH:30]=[CH:29][C:28]([Cl:31])=[CH:27][CH:26]=3)([CH3:24])[C@@:14]([C:17]3[CH:22]=[CH:21][C:20]([Cl:23])=[CH:19][CH:18]=3)([CH3:16])[N:15]=2)=[C:7]([O:44][CH2:45][CH3:46])[CH:6]=1)([CH3:3])([CH3:2])[CH3:4]. Procedure details: In a manner analogous to the method described in example 163, {1-[(4S,5R)-2-(6-tert-Butyl-4-ethoxy-pyridin-3-yl)-4,5-bis-(4-chloro-phenyl)-4,5-dimethyl-4,5-dihydro-imidazole-1-carbonyl]-piperidin-4-yl}-acetic acid was reacted with 2-(aminomethyl)pyridine (Aldrich) to give the title compound. HR-MS (ES, m/z) calculated for C42H49Cl2N6O3 [(M+H)+] 755.3238, observed 755.3238. Starting materials: Clc1cccc(N2CCNCC2)c1, Cc1ccc(S(=O)(=O)OCCCCc2ccc(C3CCC(=O)N3)cc2)cc1. Product: O=C1CCC(c2ccc(CCCCN3CCN(c4cccc(Cl)c4)CC3)cc2)N1. RXN SMILES: [Cl:28][c:29]1[cH:30][cH:31][cH:32][c:33]([N:35]2[CH2:36][CH2:37][NH:38][CH2:39][CH2:40]2)[cH:34]1.[c:1]1([CH3:2])[cH:3][cH:4][c:5]([S:6]([O:7][CH2:11][CH2:12][CH2:13][CH2:14][c:15]2[cH:16][cH:17][c:18]([CH:21]3[CH2:22][CH2:23][C:24](=[O:26])[NH:25]3)[cH:19][cH:20]2)(=[O:8])=[O:9])[cH:10][cH:27]1>>[CH2:11]([CH2:12][CH2:13][CH2:14][c:15]1[cH:16][cH:17][c:18]([CH:21]2[CH2:22][CH2:23][C:24](=[O:26])[NH:25]2)[cH:19][cH:20]1)[N:38]1[CH2:37][CH2:36][N:35]([c:33]2[cH:32][cH:31][cH:30][c:29]([Cl:28])[cH:34]2)[CH2:40][CH2:39]1. The reactants are FC(CN)(C(F)(F)F)F (2,2,3,3,3-pentafluoro-propylamine), BrCCCCC1(C2=CC=CC=C2C=2C=CC=CC12)C(=O)Cl (9-(4-bromo-butyl)-9H-fluorene-9-carboxylic acid chloride). Yields the product FC(CNC(=O)C1(C2=CC=CC=C2C=2C=CC=CC12)CCCCBr)(C(F)(F)F)F (9-(4-bromo-butyl)-9H-fluorene-9-carboxylic acid-(2,2,3,3,3-pentafluoro-propyl)-amide). RXN SMILES: [F:1][C:2]([F:9])([C:5]([F:8])([F:7])[F:6])[CH2:3][NH2:4].[Br:10][CH2:11][CH2:12][CH2:13][CH2:14][C:15]1([C:28](Cl)=[O:29])[C:27]2[CH:26]=[CH:25][CH:24]=[CH:23][C:22]=2[C:21]2[C:16]1=[CH:17][CH:18]=[CH:19][CH:20]=2>>[F:1][C:2]([F:9])([C:5]([F:8])([F:7])[F:6])[CH2:3][NH:4][C:28]([C:15]1([CH2:14][CH2:13][CH2:12][CH2:11][Br:10])[C:27]2[CH:26]=[CH:25][CH:24]=[CH:23][C:22]=2[C:21]2[C:16]1=[CH:17][CH:18]=[CH:19][CH:20]=2)=[O:29]. Reported procedure: Prepared analogously to Example 1 from 2,2,3,3,3-pentafluoro-propylamine and 9-(4-bromo-butyl)-9H-fluorene-9-carboxylic acid chloride. Starting materials: FC=1C=C(C=CC1N1CCOCC1)N1C(O[C@H](C1)C(=O)NOCC1=CC=CC=C1)=O ((5R)-(−)-3-[3-fluoro-4-(4-morpholinyl)phenyl]-N-benzyloxy-2-oxo-5-oxazolidinecarboxamide). Reagents/catalysts: [Pd] (palladium-on-carbon). Solvent: CO (methanol). Run at time 1 hour. The product is FC=1C=C(C=CC1N1CCOCC1)N1C(O[C@H](C1)C(=O)NO)=O ((5R)-(−)-3-[3-fluoro-4-(4-morpholinyl)phenyl]-N-hydroxy-2-oxo-5-oxazolidinecarboxamide). RXN SMILES: [F:1][C:2]1[CH:3]=[C:4]([N:14]2[CH2:18][C@H:17]([C:19]([NH:21][O:22]CC3C=CC=CC=3)=[O:20])[O:16][C:15]2=[O:30])[CH:5]=[CH:6][C:7]=1[N:8]1[CH2:13][CH2:12][O:11][CH2:10][CH2:9]1>CO.[Pd]>[F:1][C:2]1[CH:3]=[C:4]([N:14]2[CH2:18][C@H:17]([C:19]([NH:21][OH:22])=[O:20])[O:16][C:15]2=[O:30])[CH:5]=[CH:6][C:7]=1[N:8]1[CH2:13][CH2:12][O:11][CH2:10][CH2:9]1. Reported procedure: To a mixture of (5R)-(−)-3-[3-fluoro-4-(4-morpholinyl)phenyl]-N-benzyloxy-2-oxo-5-oxazolidinecarboxamide (Step 1, 300 mg, 0.722 mmol) in methanol (28.8 mL) is added 5% palladium-on-carbon (77 mg) under nitrogen. The resulting mixture is degassed and stirred under a hydrogen atmosphere (balloon) for 1 h. The catalyst is then removed by filtration through Celite, rinsing with methanol (60 mL), and the filtrate is concentrated under reduced pressure. Trituration of this residue with (5% methanol/me... The reactants are CC(=O)O[BH-](OC(C)=O)OC(C)=O, NC(=O)c1ccc(Oc2ccc(CCNCc3ccccc3)cc2)nc1, CC(=O)O, O=Cc1ccccc1, ClCCCl, [Na+], [Na+], [OH-]. Product: NC(=O)c1ccc(Oc2ccc(CCN(Cc3ccccc3)Cc3ccccc3)cc2)nc1. As a reaction SMILES: [C:1]([O:2][BH-:3]([O:4][C:5](=[O:6])[CH3:7])[O:8][C:9](=[O:10])[CH3:11])(=[O:12])[CH3:13].[CH2:15]([c:16]1[cH:17][cH:18][cH:19][cH:20][cH:21]1)[NH:22][CH2:23][CH2:24][c:25]1[cH:26][cH:27][c:28]([O:29][c:30]2[n:31][cH:32][c:33]([C:34](=[O:35])[NH2:36])[cH:37][cH:38]2)[cH:39][cH:40]1.[CH3:49][C:50](=[O:51])[OH:52].[CH:41](=[O:42])[c:43]1[cH:44][cH:45][cH:46][cH:47][cH:48]1.[Cl:55][CH2:56][CH2:57][Cl:58].[Na+:14].[Na+:54].[OH-:53]>>[CH2:15]([c:16]1[cH:17][cH:18][cH:19][cH:20][cH:21]1)[N:22]([CH2:23][CH2:24][c:25]1[cH:26][cH:27][c:28]([O:29][c:30]2[n:31][cH:32][c:33]([C:34](=[O:35])[NH2:36])[cH:37][cH:38]2)[cH:39][cH:40]1)[CH2:41][c:43]1[cH:44][cH:45][cH:46][cH:47][cH:48]1.